The task is: describe an organic reaction: reactants, conditions, products, and yield. This data is from the Open Reaction Database (ORD), a public repository of structured organic reaction records. Starting materials: [N+](=O)([O-])C1=CC=C(CBr)C=C1 (p-nitrobenzyl bromide), COC(CCCC(CCO)C)(C)C (7-methoxy-3,7-dimethyloctanol), ruby, P(OCC)(OCC)OCC (triethyl phosphite), C[O-].[Na+] (sodium methylate). Run in CN(C=O)C (dimethylformamide), CN(C=O)C (dimethylformamide), O (water). Run at time 1 hour. Product: COC(CCCC(CC=CC1=CC=C(C=C1)[N+](=O)[O-])C)(C)C (1-(8-methoxy-4,8-dimethyl-1-nonenyl)-4-nitrobenzene). As a reaction SMILES: [N+:1]([C:4]1[CH:11]=[CH:10][C:7]([CH2:8]Br)=[CH:6][CH:5]=1)([O-:3])=[O:2].P(OCC)(OCC)OCC.C[O-].[Na+].[CH3:25][O:26][C:27]([CH3:37])([CH3:36])[CH2:28][CH2:29][CH2:30][CH:31]([CH3:35])[CH2:32][CH2:33]O>O.CN(C)C=O>[CH3:25][O:26][C:27]([CH3:36])([CH3:37])[CH2:28][CH2:29][CH2:30][CH:31]([CH3:35])[CH2:32][CH:33]=[CH:8][C:7]1[CH:10]=[CH:11][C:4]([N+:1]([O-:3])=[O:2])=[CH:5][CH:6]=1 |f:2.3|. Procedure details: A mixture consisting of 5.4 g (0.025 mol) of p-nitrobenzyl bromide and 4.15 g (0.025 mol) of triethyl phosphite is stirred at 90°, over the course of 1 hour and under nitrogen. The resulting ethyl bromide is distilled off from the reaction vessel. The obtained solution is then evacuated and stirred at a bath temperature of 110° for one further hour in a water jet vacuum. A suspension consisting of 1.68 g (0.030 mol) of sodium methylate and 10 cc of absolute dimethylformamide is carefully added a... The reactants are C(CCC)[Sn](C1=C(C=CC=C1)C=1OCC(N1)(C)C)(CCCC)CCCC (1-tri(n-butyl)stannyl-2-(4,4-dimethyl-4,5-dihydrooxazol-2-yl)benzene), IC=1C=C(C(=O)OC)C=CC1 (methyl 3-iodobenzoate), [F-].[K+] (potassium fluoride). The reagents and catalysts are [Pd].C1(=CC=CC=C1)P(C1=CC=CC=C1)C1=CC=CC=C1.C1(=CC=CC=C1)P(C1=CC=CC=C1)C1=CC=CC=C1.C1(=CC=CC=C1)P(C1=CC=CC=C1)C1=CC=CC=C1.C1(=CC=CC=C1)P(C1=CC=CC=C1)C1=CC=CC=C1 (tetrakis(triphenylphosphine) palladium(0)). Run in O1CCOCC1 (dioxane). Reaction conditions: time 15 minute. Product: CC1(N=C(OC1)C1=C(C=CC=C1)C=1C=C(C(=O)OC)C=CC1)C (methyl 3-[2-(4,4-dimethyl-4,5-dihydrooxazol-2-yl)phenyl]benzoate). Isolated yield 14.4%. As a reaction SMILES: C([Sn](CCCC)(CCCC)[C:6]1[CH:11]=[CH:10][CH:9]=[CH:8][C:7]=1[C:12]1[O:13][CH2:14][C:15]([CH3:18])([CH3:17])[N:16]=1)CCC.I[C:28]1[CH:29]=[C:30]([CH:35]=[CH:36][CH:37]=1)[C:31]([O:33][CH3:34])=[O:32].[F-].[K+]>O1CCOCC1.[Pd].C1(P(C2C=CC=CC=2)C2C=CC=CC=2)C=CC=CC=1.C1(P(C2C=CC=CC=2)C2C=CC=CC=2)C=CC=CC=1.C1(P(C2C=CC=CC=2)C2C=CC=CC=2)C=CC=CC=1.C1(P(C2C=CC=CC=2)C2C=CC=CC=2)C=CC=CC=1>[CH3:18][C:15]1([CH3:17])[CH2:14][O:13][C:12]([C:7]2[CH:8]=[CH:9][CH:10]=[CH:11][C:6]=2[C:28]2[CH:29]=[C:30]([CH:35]=[CH:36][CH:37]=2)[C:31]([O:33][CH3:34])=[O:32])=[N:16]1 |f:2.3,5.6.7.8.9|. Procedure details: A suspension of 1-tri(n-butyl)stannyl-2-(4,4-dimethyl-4,5-dihydrooxazol-2-yl)benzene (5 g), methyl 3-iodobenzoate (2.17 g) and tetrakis(triphenylphosphine) palladium(0) (0.29 g) in dioxane was refluxed for 18 hours. After being cooled to room temperature, 25% potassium fluoride aqueous solution (11 ml) was added to the reaction mixture and the mixture was stirred for 15 minutes. Insoluble material was filtered by using celite The filtrate was extracted with ethyl acetate (50 ml), washed with bri... The reactants are S(=O)(Cl)Cl (thionyl chloride), CC1=C(C=CC=C1)NC(NC1=CC=C(CO)C=C1)=O (4-(3-(2-methylphenyl)ureido)benzyl alcohol), CCCCCCC (n-heptane). Run in ClCCl (dichloromethane). Conditions: time 1.5 hour. Yields the product CC1=C(C=CC=C1)NC(NC1=CC=C(CCl)C=C1)=O (4-(3-(2-Methylphenyl)ureido)benzyl chloride). RXN SMILES: S(Cl)([Cl:3])=O.[CH3:5][C:6]1[CH:11]=[CH:10][CH:9]=[CH:8][C:7]=1[NH:12][C:13](=[O:23])[NH:14][C:15]1[CH:22]=[CH:21][C:18]([CH2:19]O)=[CH:17][CH:16]=1.CCCCCCC>ClCCl>[CH3:5][C:6]1[CH:11]=[CH:10][CH:9]=[CH:8][C:7]=1[NH:12][C:13](=[O:23])[NH:14][C:15]1[CH:22]=[CH:21][C:18]([CH2:19][Cl:3])=[CH:17][CH:16]=1. Procedure: 5.66 ml (78.12 mmol) of thionyl chloride were added dropwise with ice cooling to a suspension of 10 g (39.06 mmol) of 4-(3-(2-methylphenyl)ureido)benzyl alcohol in 150 ml of dichloromethane. The reaction mixture was subsequently stirred at room temperature for 1.5 hours and poured onto 200 ml of n-heptane. The heptane was decanted off from the deposited oil and the oil was stirred with diisopropyl ether. The solid obtained was filtered off and washed with diisopropyl ether. Yield: 8.32 g (78%).